Dataset: the Open Reaction Database (ORD), a public repository of structured organic reaction records. Task: describe an organic reaction: reactants, conditions, products, and yield Starting materials: C1(=CC=CC=C1)COC=1C=C(OCCOS(N)(=O)=O)C=CC1 (sulfamic acid 2-[3-(phenylmethoxy)phenoxy]ethyl ester). Reagents/catalysts: [Pd] (palladium on carbon). Run in O1CCCC1 (tetrahydrofuran). Run at time 2 hour. Product: OC=1C=C(OCCOS(N)(=O)=O)C=CC1 (Sulfamic acid 2-(3-hydroxyphenoxy)ethyl ester). Yield: 72.0%. RXN SMILES: C1(C[O:8][C:9]2[CH:10]=[C:11]([CH:20]=[CH:21][CH:22]=2)[O:12][CH2:13][CH2:14][O:15][S:16](=[O:19])(=[O:18])[NH2:17])C=CC=CC=1>O1CCCC1.[Pd]>[OH:8][C:9]1[CH:10]=[C:11]([CH:20]=[CH:21][CH:22]=1)[O:12][CH2:13][CH2:14][O:15][S:16](=[O:18])(=[O:19])[NH2:17]. Procedure: To a solution of 17.1 g (0.053 mole) of sulfamic acid 2-[3-(phenylmethoxy)phenoxy]ethyl ester in 250 ml of tetrahydrofuran was added 0.5 teaspoon of 5% palladium on carbon catalyst and the mixture was hydrogenated in a Parr bottle at 40° C. for 2 hr. The catalyst was removed and a fresh 0.5 teaspoon of 5% palladium on carbon catalyst was added and the mixture was hydrogenated at 40° C. for 19 hr, whereby hydrogen uptake ceased. The catalyst was removed by filtration through Celite® and the solve... Starting materials: S(=O)(Cl)Cl (thionyl chloride), O[C@@H]1C[C@@H](NC1)C(=O)O (cis-4-hydroxy-D-proline), C(C)O (ethanol). Yields the product Cl.C(C)OC(=O)[C@@H]1NC[C@@H](C1)O ((2R,4R)-(+)-2-(ethoxycarbonyl)-4-hydroxypyrrolidine hydrochloride). Reaction SMILES: S(Cl)([Cl:3])=O.[OH:5][C@H:6]1[CH2:10][NH:9][C@@H:8]([C:11]([OH:13])=[O:12])[CH2:7]1.[CH2:14](O)[CH3:15]>>[ClH:3].[CH2:14]([O:12][C:11]([C@H:8]1[CH2:7][C@@H:6]([OH:5])[CH2:10][NH:9]1)=[O:13])[CH3:15] |f:3.4|. Procedure details: 3.27 g (27.5 mmol) of thionyl chloride was added dropwise to a suspension of cis-4-hydroxy-D-proline (3.00 g, 2.9 mmol) in ethanol (15 ml) and the mixture was refluxed for 2 hours. The mixture was concentrated, acetone was added to the residue and the solution was cooled on ice. The resultant precipitate was filtered and 4.23 g of (2R,4R)-(+)-2-(ethoxycarbonyl)-4-hydroxypyrrolidine hydrochloride was obtained as colorless needles (94.5%). Starting materials: S(=S)(=O)([O-])[O-].[Na+].[Na+] (sodium thiosulfate), II (iodine), OCCNC(OC(C)(C)C)=O (tert-butyl 2-hydroxyethylcarbamate), II (Iodine), C1(=CC=CC=C1)P(C1=CC=CC=C1)C1=CC=CC=C1 (triphenylphosphine), N1C=NC=C1 (imidazole). Run in ClCCl (dichloromethane), ClCCl (dichloromethane). Run at time 16 hour. Product: ICCNC(OC(C)(C)C)=O (tert-butyl 2-iodoethylcarbamate). Isolated yield 82.5%. RXN SMILES: [I:1]I.C1(P(C2C=CC=CC=2)C2C=CC=CC=2)C=CC=CC=1.N1C=CN=C1.O[CH2:28][CH2:29][NH:30][C:31](=[O:37])[O:32][C:33]([CH3:36])([CH3:35])[CH3:34].S([O-])([O-])(=O)=S.[Na+].[Na+]>ClCCl>[I:1][CH2:28][CH2:29][NH:30][C:31](=[O:37])[O:32][C:33]([CH3:36])([CH3:35])[CH3:34] |f:4.5.6|. Procedure details: Iodine (30.46 g, 0.120 mol) was added in three portions to a solution of triphenylphosphine (28.85 g, 0.110 mol) and imidazole (7.49 g, 0.110 mol) in dichloromethane (654 mL), and the reaction was stirred until the iodine dissolved. A solution of tert-butyl 2-hydroxyethylcarbamate (17.7 g, 0.110 mol) in dichloromethane (150 mL) was added over a period of 45 minutes, and the reaction was stirred for 16 hours at ambient temperature. The reaction mixture was poured into saturated aqueous sodium thi...